This data is from the Open Reaction Database (ORD), a public repository of structured organic reaction records. The task is: describe an organic reaction: reactants, conditions, products, and yield The reactants are ClC1=NC=CC(=C1)N (2-chloro-4-amino pyridine), C(C)(=O)[O-].[Na+] (sodium acetate), ICl (iodine monochloride). The solvent is C(C)(=O)O (acetic acid). Run at temperature 60 celsius, time 2 hour. The product is ClC1=NC=C(C(=C1)N)I (2-Chloro-5-iodo-pyridin-4-ylamine). RXN SMILES: [Cl:1][C:2]1[CH:7]=[C:6]([NH2:8])[CH:5]=[CH:4][N:3]=1.C([O-])(=O)C.[Na+].[I:14]Cl>C(O)(=O)C>[Cl:1][C:2]1[CH:7]=[C:6]([NH2:8])[C:5]([I:14])=[CH:4][N:3]=1 |f:1.2|. Procedure details: A 100 mL round bottom flask was charged with 2-chloro-4-amino pyridine (3.0 g, 23.34 mmol), sodium acetate (11.49 g, 140 mmol) and acetic acid (60 mL). To this iodine monochloride (3.98 g, 24.50 mmol) was added and the reaction mixture stirred at 60° C. for 2 h. The reaction was cooled to room temperature and quenched with 1N saturated sodium bis-sulfite solution and extracted with DCM. The organic layer was dried over sodium sulfate and concentrated in vacuo. The crude was purified by silica ge... Reactants: [H-].[Na+] (NaH), CN(S(=O)(=O)CCNC=1C(=NC=CC1)C(=O)OC)C (Methyl 3-({2-[(dimethylamino)sulfonyl]ethyl}amino)pyridine-2-carboxylate), ClC(CC(=O)OC)=O (methyl 3-chloro-3-oxopropionate). Reagents/catalysts: CO (MeOH). Run in C1CCOC1 (THF). Conditions: temperature 0 celsius, time 8 hour. Yields the product CN(S(=O)(=O)CCN1C(C(=C(C2=NC=CC=C12)O)C(=O)OC)=O)C (methyl 1-{2-[(dimethylamino)sulfonyl]ethyl}-4-hydroxy-2-oxo-1,2-dihydro-1,5-naphthyridine-3-carboxylate). RXN SMILES: [CH3:1][N:2]([CH3:19])[S:3]([CH2:6][CH2:7][NH:8][C:9]1[C:10]([C:15]([O:17]C)=O)=[N:11][CH:12]=[CH:13][CH:14]=1)(=[O:5])=[O:4].[H-].[Na+].Cl[C:23](=[O:29])[CH2:24][C:25]([O:27][CH3:28])=[O:26]>C1COCC1.CO>[CH3:19][N:2]([CH3:1])[S:3]([CH2:6][CH2:7][N:8]1[C:9]2[C:10](=[N:11][CH:12]=[CH:13][CH:14]=2)[C:15]([OH:17])=[C:24]([C:25]([O:27][CH3:28])=[O:26])[C:23]1=[O:29])(=[O:4])=[O:5] |f:1.2|. Procedure details: Methyl 3-({2-[(dimethylamino)sulfonyl]ethyl}amino)pyridine-2-carboxylate (0.877 g, 3.05 mmol) was dissolved in dry THF (10 mL) and cooled to 0° C. NaH (338 mg, 60% suspension in oil, 8.45 mmol) was added and a precipitate formed. The slurry was treated with methyl 3-chloro-3-oxopropionate (0.410 mL, 3.82 mmol) and 3 drops of MeOH and allowed to warm and stir overnight. The reaction was concentrated somewhat in vacuo, then poured into water. The mixture was extracted once with CHCL3, then acidifi... Reported procedure: Potassium carbonate (9.4 g, 68.0 mmol) and iodoethane (3.3 mL, 41.3 mmol) were added to a stirred solution of 5-tert-butyl-2-hydroxy-benzoic acid (1.3 g, 6.8 mmol) in 2-butanone (50 mL). The resulting mixture was heated at 80° C. (oil bath) for 16 h and then allowed to cool. The solution was concentrated and redisolved in methylene chloride. The organic phase was washed with water, brine, and dried over anhydrous magnesium sulfate. The solids were filtered off, and the filtrate was concentrated.... RXN SMILES: C(=O)([O-])[O-].[K+].[K+].I[CH2:8][CH3:9].[C:10]([C:14]1[CH:15]=[CH:16][C:17]([OH:23])=[C:18]([CH:22]=1)[C:19]([OH:21])=[O:20])([CH3:13])([CH3:12])[CH3:11].[CH3:24][C:25](=O)CC>>[C:10]([C:14]1[CH:15]=[CH:16][C:17]([O:23][CH2:8][CH3:9])=[C:18]([CH:22]=1)[C:19]([O:21][CH2:24][CH3:25])=[O:20])([CH3:13])([CH3:11])[CH3:12] |f:0.1.2|. Starting materials: C([O-])([O-])=O.[K+].[K+] (Potassium carbonate), ICC (iodoethane), C(C)(C)(C)C=1C=CC(=C(C(=O)O)C1)O (5-tert-butyl-2-hydroxy-benzoic acid), CC(CC)=O (2-butanone). The product is C(C)(C)(C)C=1C=CC(=C(C(=O)OCC)C1)OCC (ethyl 5-tert-butyl-2-ethoxy-benzoate). Conditions: temperature 80 celsius. Isolated yield 81.0%.